This data is from the Open Reaction Database (ORD), a public repository of structured organic reaction records. The task is: describe an organic reaction: reactants, conditions, products, and yield Reactants: BrCc1ccccc1, Cc1cc(NC(=O)C2CCN(C(=O)OC(C)(C)C)CC2)c(Br)cc1Cl, CN(C)C=O, Cl, [H-], [Na+]. The product is Cc1cc(N(Cc2ccccc2)C(=O)C2CCN(C(=O)OC(C)(C)C)CC2)c(Br)cc1Cl. Reaction SMILES: [Br:28][CH2:29][c:30]1[cH:31][cH:32][cH:33][cH:34][cH:35]1.[Br:3][c:4]1[c:5]([NH:12][C:13](=[O:14])[CH:15]2[CH2:16][CH2:17][N:18]([C:21](=[O:22])[O:23][C:24]([CH3:25])([CH3:26])[CH3:27])[CH2:19][CH2:20]2)[cH:6][c:7]([CH3:11])[c:8]([Cl:10])[cH:9]1.[CH3:37][N:38]([CH3:39])[CH:40]=[O:41].[ClH:36].[H-:1].[Na+:2]>>[Br:3][c:4]1[c:5]([N:12]([C:13](=[O:14])[CH:15]2[CH2:16][CH2:17][N:18]([C:21](=[O:22])[O:23][C:24]([CH3:25])([CH3:26])[CH3:27])[CH2:19][CH2:20]2)[CH2:29][c:30]2[cH:31][cH:32][cH:33][cH:34][cH:35]2)[cH:6][c:7]([CH3:11])[c:8]([Cl:10])[cH:9]1.